This data is from the Open Reaction Database (ORD), a public repository of structured organic reaction records. The task is: describe an organic reaction: reactants, conditions, products, and yield The reactants are C(=Cc1ccc(cc1)[N+]([O-])=O)C=O, CC1=CN=C(C=C1)N, [C-]#[N+]C1CCCCC1. Reagents/catalysts: O=C(O)C(F)(F)F (trifluoroacetic acid). The solvent is CC(C)O (isopropyl alcohol), CC(C)O (isopropylalcohol). Conditions: temperature 22 celsius, time 20 hour. Yields the product Cc1ccc2nc(C=Cc3ccc(cc3)[N+]([O-])=O)c(NC3CCCCC3)n2c1. The yield is 0.0%. Reaction SMILES: CC1=CC=C(N)N=C1.[C-]#[N+]C1CCCCC1.O=C\C=C\C1=CC=C(C=C1)N(=O)=O>>CC1=CN2C(C=C1)=NC(\C=C\C1=CC=C(C=C1)N(=O)=O)=C2NC1CCCCC1. Reactants: OC1=CC(=C(C=O)C=C1)OC (4-hydroxy-2-methoxybenzaldehyde), C=1C=CC2=C(C1)N=NN2O (HOBT), amine, CC(N=C=NC(C)C)C (DIC), C(C)OC(=O)C=1C=C(C=CC1OCC(=O)OCC)C[C@@H](C(=O)O)NC(=O)OCC1C2=CC=CC=C2C=2C=CC=CC12 ((2S)-3-[3-(Ethoxycarbonyl)-4-(2-ethoxy-2-oxoethoxy)phenyl]-2-{[(9H-fluoren-9-ylmethoxy)carbonyl]amino}propanoic acid), C1(=CC=CC=C1)CCCCN (4-phenylbutyl amine), [BH-](OC(=O)C)(OC(=O)C)OC(=O)C.[Na+] (NaBH(OAc)3), C(=O)(O)CCC(=O)N[C@@H](CC1=CC=C(OC(C(=O)O)C(=O)O)C=C1)C(NCCCCC)=O ((S)-[4-[2-[(3-Carboxy-1-oxopropyl)amino]-3-oxo-3-(pentylamino)propyl]phenoxy]propanedioic Acid), N[C@@H](CC1=CC=C(C=C1)O)C(=O)O (tyrosine). RXN SMILES: O[C:2]1[CH:9]=[CH:8][C:5]([CH:6]=[O:7])=[C:4]([O:10][CH3:11])[CH:3]=1.C(CCC(N[C@H](C(=O)NCCCCC)CC1C=CC(OC(C(O)=O)C(O)=O)=CC=1)=O)(O)=O.C1(CCCCN)C=CC=CC=1.[BH-](OC(C)=O)(OC(C)=O)OC(C)=O.[Na+].N[C@H](C(O)=O)CC1C=CC(O)=CC=1.C(OC(C1C=C(C[C@H](NC(OCC2C3C=CC=CC=3C3C2=CC=CC=3)=O)C(O)=O)C=CC=1OCC(OCC)=O)=O)C.CC(C)N=C=NC(C)C.C1C=CC2N(O)N=NC=2C=1>CN(C=O)C>[CH3:11][O:10][C:4]1[CH:3]=[CH:2][CH:9]=[CH:8][C:5]=1[CH:6]=[O:7] |f:3.4|. Procedure: The production of the library required seven steps using solid support. Three steps were carried out in a 96 well format. The AMEBA (acid sensitive methoxy benzaldehyde) linker was prepared by reacting Merrifield resin and 4-hydroxy-2-methoxybenzaldehyde with sodium methoxide (see Scheme 3). The AMEBA resin was then treated with 4-phenylbutyl amine and NaBH(OAc)3 to give the corresponding reductive amination product. The tyrosine scaffold (5) was then coupled to this amine resin using DIC and HO... Yields the product COC1=C(C=O)C=CC=C1 (methoxy benzaldehyde), dicarboxylic acid. Solvent: CN(C)C=O (DMF). Run at time 9.5 hour. As a reaction SMILES: [F:1][C:2]1[CH:7]=[CH:6][C:5]([CH:8]2[CH2:13][C:12](=[O:14])[CH:11]=[CH:10][N:9]2C(OCC2C=CC=CC=2)=O)=[CH:4][CH:3]=1>C(O)(=O)C.CO.[Pd]>[F:1][C:2]1[CH:7]=[CH:6][C:5]([C@@H:8]2[CH2:13][C@H:12]([OH:14])[CH2:11][CH2:10][NH:9]2)=[CH:4][CH:3]=1 |f:1.2|. The solvent is C(C)(=O)O.CO (acetic acid methanol). Procedure: A mixture of benzyl 2-(4-fluorophenyl)-4-oxo-3,4-dihydropyridine-1(2H)-carboxylate (1.00 g, 3.07 mmol) (reagent preparation 20) and 5% Pd on carbon (0.1 g) in acetic acid:methanol 1:10 (20 mL) was hydrogenated at 45 psi using a Parr apparatus for 16 hours. The catalyst was removed by filtering through Celite, and the filtrate concentrated to give (±)-(2S,4R)-2-(4-fluorophenyl)piperidin-4-ol as an oil. The material was taken into chloroform (100 mL) and di-tert-butyl dicarbonate (0.74 g, 3.4 mmol... Product: FC1=CC=C(C=C1)[C@H]1NCC[C@H](C1)O ((±)-(2S,4R)-2-(4-fluorophenyl)piperidin-4-ol). Reagents/catalysts: [Pd] (Pd on carbon). Starting materials: FC1=CC=C(C=C1)C1N(C=CC(C1)=O)C(=O)OCC1=CC=CC=C1 (benzyl 2-(4-fluorophenyl)-4-oxo-3,4-dihydropyridine-1(2H)-carboxylate). The reactants are ClCCl, CO, Cc1ccc(Cc2ccc(CC[N+](=O)[O-])cc2)o1, C[O-], [Cl-], [Cl-], [Cl-], [Cl-], [Li+], C1CCOC1, O, [Ti+4]. The product is Cc1ccc(Cc2ccc(CC(Cl)=NO)cc2)o1. Reaction SMILES: [CH2:24]([Cl:25])[Cl:26].[CH3:19][OH:20].[CH3:1][c:2]1[o:3][c:4]([CH2:7][c:8]2[cH:9][cH:10][c:11]([CH2:14][CH2:15][N+:16](=[O:17])[O-:18])[cH:12][cH:13]2)[cH:5][cH:6]1.[CH3:21][O-:22].[Cl-:27].[Cl-:29].[Cl-:30].[Cl-:31].[Li+:23].[O:33]1[CH2:34][CH2:35][CH2:36][CH2:37]1.[OH2:32].[Ti+4:28]>>[CH3:1][c:2]1[o:3][c:4]([CH2:7][c:8]2[cH:9][cH:10][c:11]([CH2:14][C:15](=[N:16][OH:18])[Cl:25])[cH:12][cH:13]2)[cH:5][cH:6]1.